This data is from the Open Reaction Database (ORD), a public repository of structured organic reaction records. The task is: describe an organic reaction: reactants, conditions, products, and yield Reactants: C1=CC=C(C(=C1)O)S(=O)(=O)[O-].[Na+] (sodium phenolsulfonate), C(CCCCCCCCCCC)C1C(=O)N(C(C1)=O)CC(=O)Cl (ω-(2-dodecylsuccinimido)-acetyl chloride). Solvent: C=1(C(=CC=CC1)C)C (xylene). The product is C(CCCCCCCCCCC)C1C(=O)N(C(C1)=O)CC(=O)OC1=C(C=CC=C1)S(=O)(=O)[O-].[Na+] (Sodium ω-(2-dodecylsuccinimido)-acetoxybenzenesulfonate). As a reaction SMILES: [CH:1]1[CH:6]=[C:5]([OH:7])[C:4]([S:8]([O-:11])(=[O:10])=[O:9])=[CH:3][CH:2]=1.[Na+:12].[CH2:13]([CH:25]1[CH2:30][C:29](=[O:31])[N:28]([CH2:32][C:33](Cl)=[O:34])[C:26]1=[O:27])[CH2:14][CH2:15][CH2:16][CH2:17][CH2:18][CH2:19][CH2:20][CH2:21][CH2:22][CH2:23][CH3:24]>C1(C)C(C)=CC=CC=1>[CH2:13]([CH:25]1[CH2:30][C:29](=[O:31])[N:28]([CH2:32][C:33]([O:7][C:5]2[CH:6]=[CH:1][CH:2]=[CH:3][C:4]=2[S:8]([O-:11])(=[O:9])=[O:10])=[O:34])[C:26]1=[O:27])[CH2:14][CH2:15][CH2:16][CH2:17][CH2:18][CH2:19][CH2:20][CH2:21][CH2:22][CH2:23][CH3:24].[Na+:12] |f:0.1,4.5|. Procedure: 78.5 g (400 mmol) of anhydrous sodium phenolsulfonate and 137.4 g (400 mmol) of ω-(2-dodecylsuccinimido)-acetyl chloride are reacted in 200 g of xylene at 140° C. for 25 hours and the mixture is worked up as described in Example 1. The product is recrystallized from 90% strength ethanol and then dried at 40° C. under a water pump vacuum. Starting materials: FC=1C=C(C=C(C1)C(F)(F)F)[C@](CC1=CC=CC=C1)(C1=CC=C(C=C1)F)NC(=S)N ((S)-1-(1-(3-fluoro-5-(trifluoromethyl)phenyl)-1-(4-fluorophenyl)-2-phenylethyl)thiourea), BrC(C(C)=O)C (3-bromobutan-2-one). The solvent is C(C)O (ethanol). Reaction conditions: temperature 90 celsius. The product is FC=1C=C(C=C(C1)C(F)(F)F)[C@](CC1=CC=CC=C1)(C1=CC=C(C=C1)F)NC=1SC(=C(N1)C)C ((S)-N-(1-(3-fluoro-5-(trifluoromethyl)phenyl)-1-(4-fluorophenyl)-2-phenylethyl)4,5-dimethylthiazol-2-amine). Yield: 99.2%. RXN SMILES: [F:1][C:2]1[CH:3]=[C:4]([C@@:12]([NH:27][C:28]([NH2:30])=[S:29])([C:20]2[CH:25]=[CH:24][C:23]([F:26])=[CH:22][CH:21]=2)[CH2:13][C:14]2[CH:19]=[CH:18][CH:17]=[CH:16][CH:15]=2)[CH:5]=[C:6]([C:8]([F:11])([F:10])[F:9])[CH:7]=1.Br[CH:32]([CH3:36])[C:33](=O)[CH3:34]>C(O)C>[F:1][C:2]1[CH:3]=[C:4]([C@@:12]([NH:27][C:28]2[S:29][C:32]([CH3:36])=[C:33]([CH3:34])[N:30]=2)([C:20]2[CH:21]=[CH:22][C:23]([F:26])=[CH:24][CH:25]=2)[CH2:13][C:14]2[CH:19]=[CH:18][CH:17]=[CH:16][CH:15]=2)[CH:5]=[C:6]([C:8]([F:11])([F:9])[F:10])[CH:7]=1. Procedure: The thiourea (28 mg, 0.064 mmol) in ethanol (0.3 mL) in a two drum vial was added 3-bromobutan-2-one (28 mg, 0.18 mmol). The vial was heated in a shaker at 90° C. for 1 hour. The reaction was concentrated and crude mixture was purified by prep HPLC to give the (S)-N-(1-(3-fluoro-5-(trifluoromethyl)phenyl)-1-(4-fluorophenyl)-2-phenylethyl)4,5-dimethylthiazol-2-amine as a white solid (31 mg, 99% yield). LCMS: 3.63 min [M+1] 498.34 (4 min gradient, MeOH/H2O 0.1% TFA); 1H NMR (400 MHz, CDCl3) δ ppm ... Reactants: Cc1ccc(Br)cc1C, COC(=O)C12CN(Cc3ccccc3)CC1C(=O)CCC2c1ccccc1, CCOCC, [Cl-], [Mg], [NH4+], C1CCOC1. Product: COC(=O)C12CN(Cc3ccccc3)CC1C(O)(c1ccc(C)c(C)c1)CCC2c1ccccc1. RXN SMILES: [Br:1][c:2]1[cH:3][c:4]([CH3:9])[c:5]([CH3:8])[cH:6][cH:7]1.[CH2:11]([c:12]1[cH:13][cH:14][cH:15][cH:16][cH:17]1)[N:18]1[CH2:19][CH:20]2[C:21](=[O:37])[CH2:22][CH2:23][CH:24]([c:31]3[cH:32][cH:33][cH:34][cH:35][cH:36]3)[C:25]2([C:27](=[O:28])[O:29][CH3:30])[CH2:26]1.[CH3:40][CH2:41][O:42][CH2:43][CH3:44].[Cl-:38].[Mg:10].[NH4+:39].[O:45]1[CH2:46][CH2:47][CH2:48][CH2:49]1>>[c:2]1([C:21]2([OH:37])[CH:20]3[CH2:19][N:18]([CH2:11][c:12]4[cH:13][cH:14][cH:15][cH:16][cH:17]4)[CH2:26][C:25]3([C:27](=[O:28])[O:29][CH3:30])[CH:24]([c:31]3[cH:32][cH:33][cH:34][cH:35][cH:36]3)[CH2:23][CH2:22]2)[cH:3][c:4]([CH3:9])[c:5]([CH3:8])[cH:6][cH:7]1. The reactants are CSCC(NC(=O)OCc1ccccc1)C(=O)NC(Cc1ccccc1)C(O)CNC(=O)C1CCCN1C(C)(C)C, CO, O=C(OO)c1cccc(Cl)c1. The product is CS(=O)CC(NC(=O)OCc1ccccc1)C(=O)NC(Cc1ccccc1)C(O)CNC(=O)C1CCCN1C(C)(C)C. Reaction SMILES: [CH2:1]([c:2]1[cH:3][cH:4][cH:5][cH:6][cH:7]1)[O:8][C:9](=[O:10])[NH:11][CH:12]([CH2:13][S:14][CH3:15])[C:16](=[O:17])[NH:18][CH:19]([CH:20]([CH2:21][NH:22][C:23]([CH:24]1[N:25]([C:29]([CH3:30])([CH3:31])[CH3:32])[CH2:26][CH2:27][CH2:28]1)=[O:33])[OH:34])[CH2:35][c:36]1[cH:37][cH:38][cH:39][cH:40][cH:41]1.[CH3:53][OH:54].[OH:42][O:43][C:44]([c:45]1[cH:46][c:47]([Cl:48])[cH:49][cH:50][cH:51]1)=[O:52]>>[CH2:1]([c:2]1[cH:3][cH:4][cH:5][cH:6][cH:7]1)[O:8][C:9](=[O:10])[NH:11][CH:12]([CH2:13][S:14]([CH3:15])=[O:42])[C:16](=[O:17])[NH:18][CH:19]([CH:20]([CH2:21][NH:22][C:23]([CH:24]1[N:25]([C:29]([CH3:30])([CH3:31])[CH3:32])[CH2:26][CH2:27][CH2:28]1)=[O:33])[OH:34])[CH2:35][c:36]1[cH:37][cH:38][cH:39][cH:40][cH:41]1. Reaction SMILES: [CH3:1][O:2][C:3]1[C:11]([CH3:12])=[C:10]2[C:6]([C:7](=[O:13])[O:8][CH2:9]2)=[C:5]([O:14][CH2:15][O:16][CH2:17][CH2:18][O:19][CH3:20])[C:4]=1[CH2:21][CH:22]=C(C)CCC(O)=O.CCCCCC.C(OCC)(=[O:38])C>>[CH3:1][O:2][C:3]1[C:11]([CH3:12])=[C:10]2[C:6]([C:7](=[O:13])[O:8][CH2:9]2)=[C:5]([O:14][CH2:15][O:16][CH2:17][CH2:18][O:19][CH3:20])[C:4]=1[CH2:21][CH:22]=[O:38] |f:1.2|. The reactants are CCCCCC.C(C)(=O)OCC (hexane ethyl acetate), COC1=C(C(=C2C(OCC2=C1C)=O)OCOCCOC)CC=C(CCC(=O)O)C (6-(1,3-dihydro-6-methoxy-4-methoxyethoxymethoxy-7-methyl-3-oxoisobenzofuran-5-yl)-4-methyl-4-hexenoic acid). Procedure details: By following the procedure of part A and substituting methyl (E) 6(4-t-butyldimethylsilyloxy-1,3-dihydro-6-methoxy-7-methyl-3-oxoisobenzofuran-5-yl)-4-methyl-4-hexenoate with (E) 6-(1,3-dihydro-6-methoxy-4-methoxyethoxymethoxy-7-methyl-3-oxoisobenzofuran-5-yl)-4-methyl-4-hexenoic acid, there was obtained 2-(1,3-dihydro-6-methoxy-4-methoxyethoxymethoxy-7-methyl-3-oxoisobenzofuran-5-yl)-acetaldehyde, m.p. 61°-63° C. (hexane-ethyl acetate). The product is COC1=C(C(=C2C(OCC2=C1C)=O)OCOCCOC)CC=O (2-(1,3-dihydro-6-methoxy-4-methoxyethoxymethoxy-7-methyl-3-oxoisobenzofuran-5-yl)-acetaldehyde). Reactants: C(C1=CC=CC=C1)[C@@H]1COC2=CC=C(C=C2[C@H]1O)O (trans-3-benzyl-4,6-chromandiol), ClC1=NC(=CC=C1)CBr (2-chloro-6-(bromomethyl)pyridine). Yields the product C(C1=CC=CC=C1)[C@@H]1COC2=CC=C(C=C2[C@H]1O)OCC1=NC(=CC=C1)Cl (trans-3-Benzyl-6-(6-chloro-2-pyridyl)methoxy-4-chromanol). As a reaction SMILES: [CH2:1]([C@H:8]1[C@H:17]([OH:18])[C:16]2[C:11](=[CH:12][CH:13]=[C:14]([OH:19])[CH:15]=2)[O:10][CH2:9]1)[C:2]1[CH:7]=[CH:6][CH:5]=[CH:4][CH:3]=1.[Cl:20][C:21]1[CH:26]=[CH:25][CH:24]=[C:23]([CH2:27]Br)[N:22]=1>>[CH2:1]([C@H:8]1[C@H:17]([OH:18])[C:16]2[C:11](=[CH:12][CH:13]=[C:14]([O:19][CH2:27][C:23]3[CH:24]=[CH:25][CH:26]=[C:21]([Cl:20])[N:22]=3)[CH:15]=2)[O:10][CH2:9]1)[C:2]1[CH:7]=[CH:6][CH:5]=[CH:4][CH:3]=1. Procedure: By the method of Example 5, 0.50 g (1.96 mmol) of trans-3-benzyl-4,6-chromandiol and 445 mg (2.16 mmol) of 2-chloro-6-(bromomethyl)pyridine were converted to present title product purified by recrystallization from CH2Cl2 /hexane, to yield 0.50 g (67%) of present title compound, m.p. 117°-119° C. The reactants are CC(=O)N1CCc2cc(Br)cc(N)c21, Cl, N#C[Cu]C#N, O=N[O-], [Na+], [Na+], [Na+], N#C[Na], O=C([O-])[O-]. The product is CC(=O)N1CCc2cc(Br)cc(C#N)c21. Reaction SMILES: [C:2]([CH3:3])(=[O:4])[N:5]1[CH2:6][CH2:7][c:8]2[cH:9][c:10]([Br:15])[cH:11][c:12]([NH2:14])[c:13]21.[ClH:1].[Cu:29]([C:30]#[N:31])[C:32]#[N:33].[N:16]([O-:17])=[O:18].[Na+:19].[Na+:20].[Na+:21].[Na:26][C:27]#[N:28].[O-:22][C:23](=[O:24])[O-:25]>>[C:2]([CH3:3])(=[O:4])[N:5]1[CH2:6][CH2:7][c:8]2[cH:9][c:10]([Br:15])[cH:11][c:12]([C:27]#[N:28])[c:13]21.